From a dataset of the Open Reaction Database (ORD), a public repository of structured organic reaction records. describe an organic reaction: reactants, conditions, products, and yield Starting materials: [O-]Cl, [NH4+], [Na+], [Na+], [OH-], [OH-], O, COc1ccc(-c2nsc(S)n2)cc1. Product: COc1ccc(-c2nsc(SN)n2)cc1. RXN SMILES: [Cl:15][O-:16].[NH4+:18].[Na+:17].[Na+:21].[OH-:19].[OH-:20].[OH2:22].[SH:1][c:2]1[n:3][c:4](-[c:7]2[cH:8][cH:9][c:10]([O:13][CH3:14])[cH:11][cH:12]2)[n:5][s:6]1>>[S:1]([c:2]1[n:3][c:4](-[c:7]2[cH:8][cH:9][c:10]([O:13][CH3:14])[cH:11][cH:12]2)[n:5][s:6]1)[NH2:18].